describe an organic reaction: reactants, conditions, products, and yield From a dataset of the Open Reaction Database (ORD), a public repository of structured organic reaction records. Starting materials: C(C)OC(=O)C1(N(C=C(C1)C1=C(C=C(C=C1)Cl)[N+](=O)[O-])C(C)=O)C(=O)OCC (1-Acetyl-4-(4-chloro-2-nitrophenyl)-2,3-dihydro-1H-pyrrole-2,2-dicarboxylic acid diethyl ester), C(C)O (ethanol). Reagents/catalysts: [Pt] (sulfided platinum on carbon). Run in CO (methanol), O1CCCC1 (tetrahydrofuran). Run at time 22 hour. The product is C(C)OC(=O)C1(N(C=C(C1)C1=C(C=C(C=C1)Cl)N)C(C)=O)C(=O)OCC (1-Acetyl-4-(2-amino-4-chlorophenyl)-2,3-dihydro-1H-pyrrole-2,2-dicarboxylic acid diethylester). As a reaction SMILES: [CH2:1]([O:3][C:4]([C:6]1([C:24]([O:26][CH2:27][CH3:28])=[O:25])[CH2:10][C:9]([C:11]2[CH:16]=[CH:15][C:14]([Cl:17])=[CH:13][C:12]=2[N+:18]([O-])=O)=[CH:8][N:7]1[C:21](=[O:23])[CH3:22])=[O:5])[CH3:2].C(O)C>O1CCCC1.CO.[Pt]>[CH2:1]([O:3][C:4]([C:6]1([C:24]([O:26][CH2:27][CH3:28])=[O:25])[CH2:10][C:9]([C:11]2[CH:16]=[CH:15][C:14]([Cl:17])=[CH:13][C:12]=2[NH2:18])=[CH:8][N:7]1[C:21](=[O:23])[CH3:22])=[O:5])[CH3:2]. Reported procedure: A solution of 82.2 g (0.20 mol) of the compound of Example 10 in 300 ml of tetrahydrofuran and 700 ml of methanol was hydrogenated in the presence of 4 g of 5% sulfided platinum on carbon at room temperature and 1500 psi for 22 hours. The reaction mixture was concentrated and the solid residue (76 g) was recrystallized from ethanol (320 ml) to afford 61.4 g (81%) of light orange crystals, m.p. 151.5°-153°. The analytical sample was prepared by a second recrystallization from ethanol: white cryst...